Dataset: the Open Reaction Database (ORD), a public repository of structured organic reaction records. Task: describe an organic reaction: reactants, conditions, products, and yield The reactants are C(CCC)S (n-Butyl mercaptan), C(=O)C=C (acrolein). Reagents/catalysts: N1CCCCC1 (piperidine). The solvent is petroleum ether. Run at time 36 hour. Yields the product C(CCC)SCCC=O (β-n-butylmercaptopropionaldehyde). RXN SMILES: [CH2:1]([SH:5])[CH2:2][CH2:3][CH3:4].[CH:6]([CH:8]=[CH2:9])=[O:7]>N1CCCCC1>[CH2:1]([S:5][CH2:9][CH2:8][CH:6]=[O:7])[CH2:2][CH2:3][CH3:4]. Procedure: n-Butyl mercaptan (1 mole) was stirred with 80-100 petroleum ether (150 ml) at 10° C and piperidine catalyst (0.02 gm) was added. To this, acrolein (1 mole) was added dropwise over a period of 2 hours. The reaction mixture was allowed to warm up to room temperature whereupon stirring was continued for a further 36 hours. The mixture was then distilled under reduced pressure to yield a β-n-butylmercaptopropionaldehyde fraction (0.92 mole) having a boiling range 55°-57° C at a pressure of 1-2 mm o... Starting materials: COC(=O)C=1SC(=CC1NC(CC(=O)OCC)C1CCCCC1)C1=CC=CC=C1 (3-(1-cyclohexyl-2-ethoxycarbonyl-ethylamino)-5-phenyl-thiophene-2-carboxylic acid methyl ester), O[Li].O (LiOH.H2O). Run in C1CCOC1 (THF), CCO (EtOH), O (water). Conditions: temperature 55 celsius, time 20 minute. The product is COC(=O)C=1SC(=CC1NC(CC(=O)O)C1CCCCC1)C1=CC=CC=C1 (3-(2-Carboxy-1-cyclohexyl-ethylamino)-5-phenyl-thiophene-2-carboxylic acid methyl ester). Reaction SMILES: [CH3:1][O:2][C:3]([C:5]1[S:6][C:7]([C:24]2[CH:29]=[CH:28][CH:27]=[CH:26][CH:25]=2)=[CH:8][C:9]=1[NH:10][CH:11]([CH:18]1[CH2:23][CH2:22][CH2:21][CH2:20][CH2:19]1)[CH2:12][C:13]([O:15]CC)=[O:14])=[O:4].O[Li].O>C1COCC1.CCO.O>[CH3:1][O:2][C:3]([C:5]1[S:6][C:7]([C:24]2[CH:29]=[CH:28][CH:27]=[CH:26][CH:25]=2)=[CH:8][C:9]=1[NH:10][CH:11]([CH:18]1[CH2:23][CH2:22][CH2:21][CH2:20][CH2:19]1)[CH2:12][C:13]([OH:15])=[O:14])=[O:4] |f:1.2|. Procedure: To a solution of 3-(1-cyclohexyl-2-ethoxycarbonyl-ethylamino)-5-phenyl-thiophene-2-carboxylic acid methyl ester (300 mg, 0.72 mmol, 1.0 equiv) in THF (2.0 mL), EtOH (1.0 mL) and water (2.0 mL) was added LiOH.H2O (152 mg, 3.6 mmol, 5.0 equiv). The mixture was stirred at 55° C. for 20 minutes. The organic solvent was then evaporated. To the resulting solution was added 3.0 N HCl aq. solution until pH=5˜6. The solid was then collected by filtration and washed with water. The filtrate was extracted ...